describe an organic reaction: reactants, conditions, products, and yield From a dataset of the Open Reaction Database (ORD), a public repository of structured organic reaction records. The reactants are BrC1=CC=CC(=N1)COCC(C)(O)C (1-[(6-bromopyridin-2-yl)methoxy]-2-methylpropan-2-ol), C(N)(OCC1=CC=CC=C1)=O (benzyl carbamate), CC1(C2=C(C(=CC=C2)P(C3=CC=CC=C3)C4=CC=CC=C4)OC5=C(C=CC=C51)P(C6=CC=CC=C6)C7=CC=CC=C7)C (Xantphos), C([O-])([O-])=O.[Cs+].[Cs+] (cesium carbonate). The reagents and catalysts are C=1C=CC(=CC1)/C=C/C(=O)/C=C/C2=CC=CC=C2.C=1C=CC(=CC1)/C=C/C(=O)/C=C/C2=CC=CC=C2.C=1C=CC(=CC1)/C=C/C(=O)/C=C/C2=CC=CC=C2.[Pd].[Pd] (Pd2(dba)3). Conditions: temperature 80 celsius. The product is OC(COCC1=CC=CC(=N1)NC(OCC1=CC=CC=C1)=O)(C)C (benzyl {6-[(2-hydroxy-2-methylpropoxy)methyl]pyridin-2-yl}carbamate). RXN SMILES: Br[C:2]1[N:7]=[C:6]([CH2:8][O:9][CH2:10][C:11]([CH3:14])([OH:13])[CH3:12])[CH:5]=[CH:4][CH:3]=1.[C:15](=[O:25])([O:17][CH2:18][C:19]1[CH:24]=[CH:23][CH:22]=[CH:21][CH:20]=1)[NH2:16].CC1(C)C2C(=C(P(C3C=CC=CC=3)C3C=CC=CC=3)C=CC=2)OC2C(P(C3C=CC=CC=3)C3C=CC=CC=3)=CC=CC1=2.C(=O)([O-])[O-].[Cs+].[Cs+]>C1C=CC(/C=C/C(/C=C/C2C=CC=CC=2)=O)=CC=1.C1C=CC(/C=C/C(/C=C/C2C=CC=CC=2)=O)=CC=1.C1C=CC(/C=C/C(/C=C/C2C=CC=CC=2)=O)=CC=1.[Pd].[Pd]>[OH:13][C:11]([CH3:14])([CH3:12])[CH2:10][O:9][CH2:8][C:6]1[N:7]=[C:2]([NH:16][C:15](=[O:25])[O:17][CH2:18][C:19]2[CH:20]=[CH:21][CH:22]=[CH:23][CH:24]=2)[CH:3]=[CH:4][CH:5]=1 |f:3.4.5,6.7.8.9.10|. Procedure details: To a flask containing 1-[(6-bromopyridin-2-yl)methoxy]-2-methylpropan-2-ol (500 mg, 1.92 mmol), benzyl carbamate (349 mg, 2.31 mmol), Pd2(dba)3 (88 mg, 0.096 mmol), Xantphos (111 mg, 0.192 mmol) and cesium carbonate (939 mg, 2.88 mmol) was added degassed dioxane (15 mL). The flask was evacuated/purged with argon 5 times. The reaction mixture was heated to 80° C. for 18 hours. The reaction mixture was allowed to cool to room temperature, diluted with ethyl acetate, washed with water, dried over m... The reactants are CN1CCC(CO)CC1, CS(C)=O, O=[N+]([O-])c1ccc(Cl)cc1, [H-], [Na+]. Yields the product CN1CCC(COc2ccc([N+](=O)[O-])cc2)CC1. As a reaction SMILES: [CH3:11][N:12]1[CH2:13][CH2:14][CH:15]([CH2:18][OH:19])[CH2:16][CH2:17]1.[CH3:22][S:23]([CH3:24])=[O:25].[Cl:1][c:2]1[cH:3][cH:4][c:5]([N+:8](=[O:9])[O-:10])[cH:6][cH:7]1.[H-:21].[Na+:20]>>[c:2]1([O:19][CH2:18][CH:15]2[CH2:14][CH2:13][N:12]([CH3:11])[CH2:17][CH2:16]2)[cH:3][cH:4][c:5]([N+:8](=[O:9])[O-:10])[cH:6][cH:7]1. Starting materials: ClC(Cl)(OC(OC(Cl)(Cl)Cl)=O)Cl (triphosgene), NC=1C=CC(=NC1)OC1=C(C=C(C#N)C=C1)C(F)(F)F (4-[(5-amino-2-pyridinyl)oxy]-3-(trifluoromethyl)benzonitrile), NC=1C=CC(=NC1)OC1=C(C=C(C#N)C=C1)C(F)(F)F (4-[(5-amino-2-pyridinyl)oxy]-3-(trifluoromethyl)benzonitrile), Cl.CC(N)(C)C(=O)OC (methyl 2-methylalaninate hydrochloride), Cl.CC(N)(C)C(=O)OC (methyl 2-methylalaninate hydrochloride), buffer solution. Run in CCOC(=O)C (EtOAc), C(C)N(CC)CC (triethylamine), CCOC(=O)C (EtOAc), C(C)N(CC)CC (triethylamine), CCOC(=O)C (EtOAc). Conditions: time 1 hour. The product is C(#N)C1=CC(=C(C=C1)OC1=CC=C(C=N1)NC(=O)NC(C)(C(=O)OC)C)C(F)(F)F (methyl N-{[(6-{[4-cyano-2-(trifluoromethyl)phenyl]oxy}-3-pyridinyl)amino]carbonyl}-2-methylalaninate). Isolated yield 105.5%. As a reaction SMILES: Cl[C:2](Cl)([O:4]C(=O)OC(Cl)(Cl)Cl)Cl.[NH2:13][C:14]1[CH:15]=[CH:16][C:17]([O:20][C:21]2[CH:28]=[CH:27][C:24]([C:25]#[N:26])=[CH:23][C:22]=2[C:29]([F:32])([F:31])[F:30])=[N:18][CH:19]=1.Cl.[CH3:34][C:35]([C:38]([O:40][CH3:41])=[O:39])([CH3:37])[NH2:36]>CCOC(C)=O.C(N(CC)CC)C>[C:25]([C:24]1[CH:27]=[CH:28][C:21]([O:20][C:17]2[N:18]=[CH:19][C:14]([NH:13][C:2]([NH:36][C:35]([CH3:37])([C:38]([O:40][CH3:41])=[O:39])[CH3:34])=[O:4])=[CH:15][CH:16]=2)=[C:22]([C:29]([F:32])([F:30])[F:31])[CH:23]=1)#[N:26] |f:2.3|. Procedure: To a solution of triphosgene (32 mg, 0.11 mmol) in EtOAc (1 ml) at 0° C. was added dropwise a solution of 4-[(5-amino-2-pyridinyl)oxy]-3-(trifluoromethyl)benzonitrile (Intermediate 143, 69.8 mg) in triethylamine (60 μL)/EtOAc (4 mL) and then a suspension of methyl 2-methylalaninate hydrochloride (Intermediate 107, 46 mg) in triethylamine (120 μL)/EtOAc (4 mL). The resulting reaction mixture was stirred for 1 hour. An aqueous pH 3 buffer solution was added to the reaction mixture and the two phas... The reactants are COc1cc(C(=O)NCC(C)(C)CN(C)C)ccc1[N+](=O)[O-], CCO. Product: COc1cc(C(=O)NCC(C)(C)CN(C)C)ccc1N. As a reaction SMILES: [CH3:1][N:2]([CH2:3][C:4]([CH2:5][NH:6][C:7]([c:8]1[cH:9][c:10]([O:17][CH3:18])[c:11]([N+:14]([O-:15])=[O:16])[cH:12][cH:13]1)=[O:19])([CH3:20])[CH3:21])[CH3:22].[CH3:23][CH2:24][OH:25]>>[CH3:1][N:2]([CH2:3][C:4]([CH2:5][NH:6][C:7]([c:8]1[cH:9][c:10]([O:17][CH3:18])[c:11]([NH2:14])[cH:12][cH:13]1)=[O:19])([CH3:20])[CH3:21])[CH3:22]. Reactants: NC(=O)OCC1c2c(O)cc(C=O)cc2N2CC3NC3C1(O)O2, NC(=O)OCC1c2c(O)cc(C=Nc3ccccc3)cc2N2CC3NC3C1(O)O2, CO, Nc1ccccc1. Product: NC(=O)OCC1c2c(O)cc(CNc3ccccc3)cc2N2CC3NC3C1(O)O2. RXN SMILES: [C:1](=[O:2])([O:3][CH2:4][CH:5]1[C:6]2([OH:7])[O:8][N:9]([CH2:10][CH:11]3[CH:12]2[NH:13]3)[c:14]2[c:15]1[c:16]([OH:17])[cH:18][c:19]([CH:20]=[O:21])[cH:22]2)[NH2:23].[C:31]([NH2:32])([O:33][CH2:34][CH:35]1[c:36]2[c:37]([OH:58])[cH:38][c:39]([CH:50]=[N:51][c:52]3[cH:53][cH:54][cH:55][cH:56][cH:57]3)[cH:40][c:41]2[N:42]2[CH2:43][CH:44]3[NH:45][CH:46]3[C:47]1([OH:49])[O:48]2)=[O:59].[CH3:60][OH:61].[NH2:24][c:25]1[cH:26][cH:27][cH:28][cH:29][cH:30]1>>[C:31]([NH2:32])([O:33][CH2:34][CH:35]1[c:36]2[c:37]([OH:58])[cH:38][c:39]([CH2:50][NH:51][c:52]3[cH:53][cH:54][cH:55][cH:56][cH:57]3)[cH:40][c:41]2[N:42]2[CH2:43][CH:44]3[NH:45][CH:46]3[C:47]1([OH:49])[O:48]2)=[O:59]. Starting materials: aqueous solution, C(C)(=O)O (acetic acid), O/1\C(\C(=O)[O-])=C1/C1=CC=C(C=C1)OC.[K+] (potassium (E)-α,β-epoxy-p--methoxycinnamate), C1(=CC=CC=C1)C (toluene). Solvent: O (water). Yields the product COC1=CC=C(C=C1)CC=O (p-methoxyphenylacetaldehyde). Reaction SMILES: C(O)(=O)C.[O:5]1[C:6](=[C:10]1[C:11]1[CH:16]=[CH:15][C:14]([O:17][CH3:18])=[CH:13][CH:12]=1)C([O-])=O.[K+].C1(C)C=CC=CC=1>O>[CH3:18][O:17][C:14]1[CH:15]=[CH:16][C:11]([CH2:10][CH:6]=[O:5])=[CH:12][CH:13]=1 |f:1.2|. Procedure details: 70 ml of an aqueous solution of 3.64 g of acetic acid are added dropwise to a mixture, heated to the boiling point, of 14 g (59 mmol) of potassium (E)-α,β-epoxy-p--methoxycinnamate, 112 ml of toluene and 28 ml of water. After 5 minutes the mixture is cooled to room temperature. The organic phase is washed with water and then with aqueous potassium carbonate solution. The aqueous washings are extracted with toluene. The organic phase is dried azeotropically. The yield of p-methoxyphenylacetaldehy... The reactants are ClCCl, CC(C)(CO)NC(=O)c1ccc2c(c1)C(=O)c1ccccc1CO2, O=S(Cl)Cl. Product: CC1(C)COC(c2ccc3c(c2)C(=O)c2ccccc2CO3)=N1. Reaction SMILES: [CH2:29]([Cl:30])[Cl:31].[CH3:1][C:2]([CH2:3][OH:4])([CH3:5])[NH:6][C:7](=[O:8])[c:9]1[cH:10][c:11]2[c:12]([cH:23][cH:24]1)[O:13][CH2:14][c:15]1[c:16]([cH:19][cH:20][cH:21][cH:22]1)[C:17]2=[O:18].[S:25]([Cl:26])([Cl:27])=[O:28]>>[CH3:1][C:2]1([CH3:5])[CH2:3][O:4][C:7]([c:9]2[cH:10][c:11]3[c:12]([cH:23][cH:24]2)[O:13][CH2:14][c:15]2[c:16]([cH:19][cH:20][cH:21][cH:22]2)[C:17]3=[O:18])=[N:6]1. Reactants: CC1=C(SC=C1)CCC(=O)O (3-(3-methyl-2-thienyl)propanoic acid), O.ON1N=NC2=C1C=CC=C2 (1-hydroxybenzotriazole monohydrate), 1-(3-dimethylaminopropyl)-3-ethylcarbodlimide hydrochloride, hydrochloride salt, CC1(C2CNCC12)C=1C=C(C=CC1)NS(=O)(=O)C (N-[3-(6-methyl-3-azabicyclo[3.1.0]hex-6-yl)phenyl]methanesulfonamide), C(O)([O-])=O.[Na+] (sodium hydrogen carbonate). Run at time 10 minute. The product is CC1(C2CN(CC12)C(CCC=1SC=CC1C)=O)C=1C=C(C=CC1)NS(=O)(=O)C (N-(3-{6-Methyl-3-[3-(3-methyl-2-thienyl)propanoyl]-3-azabicyclo[3.1.0]hex-6-yl}phenyl)methanesulfonamide). Isolated yield 126.6%. As a reaction SMILES: [CH3:1][C:2]1[CH:6]=[CH:5][S:4][C:3]=1[CH2:7][CH2:8][C:9]([OH:11])=O.O.ON1C2C=CC=CC=2N=N1.[CH3:23][C:24]1([C:30]2[CH:31]=[C:32]([NH:36][S:37]([CH3:40])(=[O:39])=[O:38])[CH:33]=[CH:34][CH:35]=2)[CH:29]2[CH:25]1[CH2:26][NH:27][CH2:28]2.C(=O)([O-])O.[Na+]>>[CH3:23][C:24]1([C:30]2[CH:31]=[C:32]([NH:36][S:37]([CH3:40])(=[O:39])=[O:38])[CH:33]=[CH:34][CH:35]=2)[CH:29]2[CH:25]1[CH2:26][N:27]([C:9](=[O:11])[CH2:8][CH2:7][C:3]1[S:4][CH:5]=[CH:6][C:2]=1[CH3:1])[CH2:28]2 |f:1.2,4.5|. Reported procedure: To a solution of 3-(3-methyl-2-thienyl)propanoic acid (J. W. McFarland et al., J. Med. Chem., 1970, 13, 113, 200 mg, 1.17 mmol) in N,N-dimethylforiamride (25 ml) was added 1-hydroxybenzotriazole monohydrate (200 mg, 1.31 mmol) and 1-(3-dimethylaminopropyl)-3-ethylcarbodlimide hydrochloride (340 mg, 1.77 mmol). After stirring at room temperature for 10 min, the mixture was treated with the hydrochloride salt of N-[3-(6-methyl-3-azabicyclo[3.1.0]hex-6-yl)phenyl]methanesulfonamide (Preparation 53, ...